describe an organic reaction: reactants, conditions, products, and yield From a dataset of the Open Reaction Database (ORD), a public repository of structured organic reaction records. Starting materials: C(C)OC(CCN(C(CN1C(=O)NC(=O)C(C)=C1)=O)CNC(=O)OC(C)(C)C)=O (N-(N-tert-butyloxycarbonyl-aminomethyl)-N-(N1-thyminylacetyl)-β-alanine ethylester). Solvent: C1CCOC1 (THF), [Li+].[OH-] (LiOH). Run at time 3 hour. Product: C(C)(C)(C)OC(=O)NCN(CCC(=O)O)C(CN1C(=O)NC(=O)C(C)=C1)=O (N-(N-tert-Butyloxycarbonyl-aminomethyl)-N-(N1-thyminylacetyl)-β-alanine). Yield: 86.7%. RXN SMILES: C([O:3][C:4](=[O:29])[CH2:5][CH2:6][N:7]([CH2:20][NH:21][C:22]([O:24][C:25]([CH3:28])([CH3:27])[CH3:26])=[O:23])[C:8](=[O:19])[CH2:9][N:10]1[CH:18]=[C:16]([CH3:17])[C:14](=[O:15])[NH:13][C:11]1=[O:12])C>C1COCC1.[Li+].[OH-]>[C:25]([O:24][C:22]([NH:21][CH2:20][N:7]([C:8](=[O:19])[CH2:9][N:10]1[CH:18]=[C:16]([CH3:17])[C:14](=[O:15])[NH:13][C:11]1=[O:12])[CH2:6][CH2:5][C:4]([OH:29])=[O:3])=[O:23])([CH3:28])([CH3:26])[CH3:27] |f:2.3|. Reported procedure: A solution of N-(N-tert-butyloxycarbonyl-aminomethyl)-N-(N1-thyminylacetyl)-β-alanine ethylester (5.45 g, 13.2 mmol) in THF (80 mL) and aqueous LiOH (0.5 M, 80 mL) was stirred at room temperature for 1 hour and extracted with ethyl acetate. The aqueous layer was acidified to pH 3.5 by dropwise addition of hydrochloric acid (4 M) and kept at 4° C. for 3 hours. The colorless precipitate was filtered, rinsed with water and dried in vacuo to give 4.40 g of the title compound, mp 196° C. (dec.). The ... The reactants are O=C([O-])[O-], CC#CCn1c(Br)nc2c1c(=O)[nH]c(=O)n2C, CN1CCCC1=O, Cc1nc(CCl)nc2ccccc12, [K+], [K+], O. Yields the product CC#CCn1c(Br)nc2c1c(=O)n(Cc1nc(C)c3ccccc3n1)c(=O)n2C. Reaction SMILES: [C:31](=[O:32])([O-:33])[O-:34].[CH3:1][n:2]1[c:3](=[O:17])[nH:4][c:5](=[O:16])[c:6]2[n:7]([CH2:12][C:13]#[C:14][CH3:15])[c:8]([Br:11])[n:9][c:10]12.[CH3:38][N:39]1[CH2:40][CH2:41][CH2:42][C:43]1=[O:44].[Cl:18][CH2:19][c:20]1[n:21][c:22]2[cH:23][cH:24][cH:25][cH:26][c:27]2[c:28]([CH3:30])[n:29]1.[K+:35].[K+:36].[OH2:37]>>[CH3:1][n:2]1[c:3](=[O:17])[n:4]([CH2:19][c:20]2[n:21][c:22]3[cH:23][cH:24][cH:25][cH:26][c:27]3[c:28]([CH3:30])[n:29]2)[c:5](=[O:16])[c:6]2[n:7]([CH2:12][C:13]#[C:14][CH3:15])[c:8]([Br:11])[n:9][c:10]12.